This data is from the Open Reaction Database (ORD), a public repository of structured organic reaction records. The task is: describe an organic reaction: reactants, conditions, products, and yield Starting materials: CC(NC(=O)Cc1cc(F)cc(F)c1)C(=O)O, NC1CCCNC(=O)C1. Product: CC(NC(=O)Cc1cc(F)cc(F)c1)C(=O)NC1CCCNC(=O)C1. RXN SMILES: [F:1][c:2]1[cH:3][c:4]([CH2:9][C:10](=[O:11])[NH:12][CH:13]([CH3:14])[C:15](=[O:16])[OH:17])[cH:5][c:6]([F:8])[cH:7]1.[NH2:18][CH:19]1[CH2:20][C:21](=[O:22])[NH:23][CH2:24][CH2:25][CH2:26]1>>[F:1][c:2]1[cH:3][c:4]([CH2:9][C:10](=[O:11])[NH:12][CH:13]([CH3:14])[C:15](=[O:17])[NH:18][CH:19]2[CH2:20][C:21](=[O:22])[NH:23][CH2:24][CH2:25][CH2:26]2)[cH:5][c:6]([F:8])[cH:7]1. Starting materials: C(C)(C)C=1C(N(N(C1C)C)C1=CC=CC=C1)=O (4-isopropyl-1,5-dimethyl-2-phenyl-1,2-dihydro-pyrazol-3-one), BrBr (bromine). The solvent is O (water), CCOC(=O)C (EtOAc), O1CCOCC1 (dioxane). Run at time 5 hour. Product: BrCC1=C(C(N(N1C)C1=CC=CC=C1)=O)C(C)C (5-bromomethyl-4-isopropyl-1-methyl-2-phenyl-1,2-dihydro-pyrazol-3-one). Reaction SMILES: [CH:1]([C:4]1[C:5](=[O:17])[N:6]([C:11]2[CH:16]=[CH:15][CH:14]=[CH:13][CH:12]=2)[N:7]([CH3:10])[C:8]=1[CH3:9])([CH3:3])[CH3:2].[Br:18]Br>O1CCOCC1.O.CCOC(C)=O>[Br:18][CH2:9][C:8]1[N:7]([CH3:10])[N:6]([C:11]2[CH:12]=[CH:13][CH:14]=[CH:15][CH:16]=2)[C:5](=[O:17])[C:4]=1[CH:1]([CH3:3])[CH3:2]. Procedure: To 4-isopropyl-1,5-dimethyl-2-phenyl-1,2-dihydro-pyrazol-3-one (0.8 g) in a round bottom flask under argon in dioxane (15 mL) was added bromine (0.55 g). The reaction was stirred at ambient temperature for 5 hours. The reaction was diluted with water and EtOAc and the phases were separated. The aqueous phase was extracted with more EtOAc and the combined organic phases were washed with brine, dried over sodium sulfate, filtered and evaporated in vacuo. The crude material was purified via ISCO co... Starting materials: [Mg+2].[N+](=O)([O-])C1=CC=C(COC(CC(=O)[O-])=O)C=C1.C(CC(=O)[O-])(=O)OCC1=CC=C(C=C1)[N+](=O)[O-] (malonic acid p-nitrobenzyl ester magnesium salt), C(C)#N (acetonitrile), CC(C(=S)O)CC1=CC=CC=C1 (2-Methyl-3-phenylthiopropionic acid), C(C)#N (acetonitrile), 1,1-carbonyldiimidazole, resultant mixture, resultant mixture. Run in C(C)(=O)OCC (ethyl acetate). Yields the product O=C(CC(=S)OCC1=CC=C(C=C1)[N+](=O)[O-])C(CC1=CC=CC=C1)C (p-nitrobenzyl 3-oxo-4-methyl-5-phenylthiopentanoate). Reaction SMILES: CC(CC1C=CC=CC=1)C(O)=[S:4].[Mg+2].[N+:14]([C:17]1[CH:30]=[CH:29][C:20]([CH2:21][O:22][C:23](=O)[CH2:24][C:25]([O-:27])=O)=[CH:19][CH:18]=1)([O-:16])=[O:15].C(O[CH2:38][C:39]1[CH:44]=[CH:43][C:42]([N+]([O-])=O)=[CH:41][CH:40]=1)(=O)CC([O-])=O.[C:48](#N)[CH3:49]>C(OCC)(=O)C>[O:27]=[C:25]([CH:48]([CH3:49])[CH2:38][C:39]1[CH:40]=[CH:41][CH:42]=[CH:43][CH:44]=1)[CH2:24][C:23]([O:22][CH2:21][C:20]1[CH:19]=[CH:18][C:17]([N+:14]([O-:16])=[O:15])=[CH:30][CH:29]=1)=[S:4] |f:1.2.3|. Procedure details: 2-Methyl-3-phenylthiopropionic acid (4.60 g; 23.44 mmole) was dissolved in dry acetonitrile (20 ml), and 1,1-carbonyldiimidazole (4.56 g; 28.13 mmole) was added thereto with ice-cooling, and the resultant mixture was stirred at the same temperature for 30 minutes. The reaction mixture was dropwise added to a solution of malonic acid p-nitrobenzyl ester magnesium salt (17.53 g; 35 mmole) in dry acetonitrile (70 ml) at 50° C., and the resultant mixture was stirred at the same temperature for 30 mi... The reactants are C(C)(C)C1=C(C=CC=C1)O (2-isopropylphenol), C1C(C)O1 (propylene oxide). Product: C(C)(C)C1=C(OCC(C)O)C=CC=C1 (1-(2-Isopropylphenoxy)-2-propanol), crude product. Yield: 100.0%. Reaction SMILES: [CH:1]([C:4]1[CH:9]=[CH:8][CH:7]=[CH:6][C:5]=1[OH:10])([CH3:3])[CH3:2].[CH2:11]1[O:14][CH:12]1[CH3:13]>>[CH:1]([C:4]1[CH:9]=[CH:8][CH:7]=[CH:6][C:5]=1[O:10][CH2:11][CH:12]([OH:14])[CH3:13])([CH3:3])[CH3:2]. Reported procedure: The title compound is prepared as described in Example 33, except that 2-isopropylphenol and propylene oxide are used as starting materials to give the crude product in a yield of 100%; Rf=0.1 (toluene). The reactants are C(C1=CC=CC=C1)OC(=O)C=1C=C2C(=C(N(C2=CC1)N)C(=O)O)CCCNC(=O)OC(C)(C)C (5-(Benzyloxycarbonyl)-amino-3-[3-(t-butoxycarbonylamino)-propyl]-1H-indole-2-carboxylic acid), Cl (HCl). Solvent: O1CCOCC1 (dioxane), C(Cl)Cl (methylene chloride). Conditions: time 45 minute. Product: Cl.C(C1=CC=CC=C1)OC(=O)C=1C=C2C(=C(N(C2=CC1)N)C(=O)O)CCCN (5-(benzyloxycarbonyl)-amino-3-(3-aminopropyl]-1H-indole-2-carboxylic acid hydrochloride). RXN SMILES: [CH2:1]([O:8][C:9]([C:11]1[CH:12]=[C:13]2[C:17](=[CH:18][CH:19]=1)[N:16]([NH2:20])[C:15]([C:21]([OH:23])=[O:22])=[C:14]2[CH2:24][CH2:25][CH2:26][NH:27]C(OC(C)(C)C)=O)=[O:10])[C:2]1[CH:7]=[CH:6][CH:5]=[CH:4][CH:3]=1.[ClH:35]>O1CCOCC1.C(Cl)Cl>[ClH:35].[CH2:1]([O:8][C:9]([C:11]1[CH:12]=[C:13]2[C:17](=[CH:18][CH:19]=1)[N:16]([NH2:20])[C:15]([C:21]([OH:23])=[O:22])=[C:14]2[CH2:24][CH2:25][CH2:26][NH2:27])=[O:10])[C:2]1[CH:3]=[CH:4][CH:5]=[CH:6][CH:7]=1 |f:4.5|. Reported procedure: 5-(Benzyloxycarbonyl)-amino-3-[3-(t-butoxycarbonylamino)-propyl]-1H-indole-2-carboxylic acid (72 mg) was dissolved in 5 mL of 4 N HCl in dioxane. Within 10 min a white crystalline solid had formed. The mixture was stirred for 45 min at which time the reaction was diluted with 10 mL of methylene chloride. The filtrate was removed with a filter-tipped cannula and the solid was washed 3×10 mL of methylene chloride and dried, providing the title compound; MS, electrospray, 369 (M+H). The reactants are Cl, N#CO[K], NNc1cccc(F)n1, O. Product: NC(=O)NNc1cccc(F)n1. As a reaction SMILES: [ClH:10].[K:11][O:12][C:13]#[N:14].[NH:1]([NH2:2])[c:3]1[n:4][c:5]([F:9])[cH:6][cH:7][cH:8]1.[OH2:15]>>[NH:1]([NH:2][C:13](=[O:12])[NH2:14])[c:3]1[n:4][c:5]([F:9])[cH:6][cH:7][cH:8]1. Reported procedure: A solution of toluene-4-sulfonic acid 2-(3-benzenesulfonyl-1H-indazol-5-yloxy)-ethyl ester (0.336 g, 0.711 mmol) and cyclopropylamine (1.0 mL, 14 mmol) in THF (8 mL) was stirred at 70° C. for 6 hours in a sealed tube. Additional cyclopropylamine (1.0 mL, 14 mmol) was added, and the reaction mixture was stirred for 6 hours at 80° C. in a sealed tube. After cooling somewhat, the reaction mixture was solvent evaporated and partitioned in ethyl acetate and aqueous sodium bicarbonate. The organic pha... Reactants: C1(=CC=CC=C1)S(=O)(=O)C1=NNC2=CC=C(C=C12)OCCOS(=O)(=O)C1=CC=C(C=C1)C (toluene-4-sulfonic acid 2-(3-benzenesulfonyl-1H-indazol-5-yloxy)-ethyl ester), C1(CC1)N (cyclopropylamine), C1(CC1)N (cyclopropylamine). Conditions: temperature 80 celsius, time 6 hour. The solvent is C1CCOC1 (THF). RXN SMILES: [C:1]1([S:7]([C:10]2[C:18]3[C:13](=[CH:14][CH:15]=[C:16]([O:19][CH2:20][CH2:21]OS(C4C=CC(C)=CC=4)(=O)=O)[CH:17]=3)[NH:12][N:11]=2)(=[O:9])=[O:8])[CH:6]=[CH:5][CH:4]=[CH:3][CH:2]=1.[CH:33]1([NH2:36])[CH2:35][CH2:34]1>C1COCC1>[C:1]1([S:7]([C:10]2[C:18]3[C:13](=[CH:14][CH:15]=[C:16]([O:19][CH2:20][CH2:21][NH:36][CH:33]4[CH2:35][CH2:34]4)[CH:17]=3)[NH:12][N:11]=2)(=[O:8])=[O:9])[CH:6]=[CH:5][CH:4]=[CH:3][CH:2]=1. Isolated yield 50.0%. The product is C1(=CC=CC=C1)S(=O)(=O)C1=NNC2=CC=C(C=C12)OCCNC1CC1 ([2-(3-benzenesulfonyl-1H-indazol-5-yloxy)-ethyl]-cyclopropyl-amine). Starting materials: BrC1=NC=C(C=C1)Br (2,5-dibromopyridine), C(=O)(OCC1=CC=CC=C1)NCC#C (N-Cbz-propargylamine). The reagents and catalysts are Cl[Pd]([P](C1=CC=CC=C1)(C2=CC=CC=C2)C3=CC=CC=C3)([P](C4=CC=CC=C4)(C5=CC=CC=C5)C6=CC=CC=C6)Cl (PdCl2(PPh3)2), [Cu]I (CuI). Run in C(C)(C)NC(C)C (diisopropylamine). Conditions: temperature 65 celsius. Yields the product C(C1=CC=CC=C1)OC(=O)NCC#CC=1C=CC(=NC1)C#CCNC(OCC1=CC=CC=C1)=O (Benzyl 3-[5-(3-{[(benzyloxy)carbonyl]amino}prop-1-ynyl)pyridin-2-yl]prop-2-ynylcarbamate). Yield: 86.4%. RXN SMILES: Br[C:2]1[CH:7]=[CH:6][C:5](Br)=[CH:4][N:3]=1.[C:9]([NH:19][CH2:20][C:21]#[CH:22])([O:11][CH2:12][C:13]1[CH:18]=[CH:17][CH:16]=[CH:15][CH:14]=1)=[O:10]>C(NC(C)C)(C)C.Cl[Pd](Cl)([P](C1C=CC=CC=1)(C1C=CC=CC=1)C1C=CC=CC=1)[P](C1C=CC=CC=1)(C1C=CC=CC=1)C1C=CC=CC=1.[Cu]I>[CH2:12]([O:11][C:9]([NH:19][CH2:20][C:21]#[C:22][C:5]1[CH:6]=[CH:7][C:2]([C:22]#[C:21][CH2:20][NH:19][C:9](=[O:10])[O:11][CH2:12][C:13]2[CH:18]=[CH:17][CH:16]=[CH:15][CH:14]=2)=[N:3][CH:4]=1)=[O:10])[C:13]1[CH:14]=[CH:15][CH:16]=[CH:17][CH:18]=1 |^1:32,51|. Procedure details: A mixture of 2,5-dibromopyridine (3.00 g), N-Cbz-propargylamine (5.99 g), PdCl2(PPh3)2 (89.8 mg), and CuI (6.0 mg) in diisopropylamine (51 ml) was heated at 65° C. for 7 hours under nitrogen atmosphere. The mixture was cooled to room temperature, and the precipitates were filtered, washed with water, and dried under reduced pressure to give 8-1 (4.96 g) as a crystalline compound; m.p. 156-158° C.